From a dataset of the Open Reaction Database (ORD), a public repository of structured organic reaction records. describe an organic reaction: reactants, conditions, products, and yield Reactants: FC1=C(C=CC=C1)[C@@H](C)OC(NC=1C(=NOC1C1=CC=C(C=C1)Br)C)=O ([5-(4-bromo-phenyl)-3-methyl-isoxazol-4-yl]-carbamic acid (R)-1-(2-fluoro-phenyl)-ethyl ester), C(C)OC(C(C)C1=CC=C(C=C1)B1OC(C(O1)(C)C)(C)C)=O (2-[4-(4,4,5,5-tetramethyl-[1,3,2]dioxaborolan-2-yl)-phenyl]-propionic acid ethyl ester). The product is C(C)OC(C(C)C1=CC=C(C=C1)C1=CC=C(C=C1)C1=C(C(=NO1)C)NC(=O)O[C@H](C)C1=C(C=CC=C1)F)=O (2-(4′-{4-[(R)-1-(2-Fluoro-phenyl)-ethoxycarbonylamino]-3-methyl-isoxazol-5-yl}-biphenyl-4-yl)-propionic acid ethyl ester). RXN SMILES: [F:1][C:2]1[CH:7]=[CH:6][CH:5]=[CH:4][C:3]=1[C@H:8]([O:10][C:11](=[O:26])[NH:12][C:13]1[C:14]([CH3:25])=[N:15][O:16][C:17]=1[C:18]1[CH:23]=[CH:22][C:21](Br)=[CH:20][CH:19]=1)[CH3:9].[CH2:27]([O:29][C:30](=[O:48])[CH:31]([C:33]1[CH:38]=[CH:37][C:36](B2OC(C)(C)C(C)(C)O2)=[CH:35][CH:34]=1)[CH3:32])[CH3:28]>>[CH2:27]([O:29][C:30](=[O:48])[CH:31]([C:33]1[CH:38]=[CH:37][C:36]([C:21]2[CH:22]=[CH:23][C:18]([C:17]3[O:16][N:15]=[C:14]([CH3:25])[C:13]=3[NH:12][C:11]([O:10][C@@H:8]([C:3]3[CH:4]=[CH:5][CH:6]=[CH:7][C:2]=3[F:1])[CH3:9])=[O:26])=[CH:19][CH:20]=2)=[CH:35][CH:34]=1)[CH3:32])[CH3:28]. Reported procedure: Following the procedure described in Example 36, Step 6, [5-(4-bromo-phenyl)-3-methyl-isoxazol-4-yl]-carbamic acid (R)-1-(2-fluoro-phenyl)-ethyl ester and 2-[4-(4,4,5,5-tetramethyl-[1,3,2]dioxaborolan-2-yl)-phenyl]-propionic acid ethyl ester were reacted to provide 2-(4′-{4-[(R)-1-(2-Fluoro-phenyl)-ethoxycarbonylamino]-3-methyl-isoxazol-5-yl}-biphenyl-4-yl)-propionic acid ethyl ester, which was hydrolyzed to the acid as described in Example 17, Step 3. The reactants are [I-].N[N+]1=C(C=CC=C1)N (1,2-diaminopyridinium iodide), [OH-].[Na+] (sodium hydroxide), ClC(C(=O)OC)Cl (methyl dichloroacetate). Run in C(C)O (ethanol). Reaction conditions: time 4 hour. Yields the product ClC(C1=NN2C(C=CC=C2)=N1)Cl (2-Dichloromethyl-s-triazolo[1,5-a]pyridine). Reaction SMILES: [I-].[NH2:2][N+:3]1[CH:8]=[CH:7][CH:6]=[CH:5][C:4]=1[NH2:9].[OH-].[Na+].[Cl:12][CH:13]([Cl:18])[C:14](OC)=O>C(O)C>[Cl:12][CH:13]([Cl:18])[C:14]1[N:9]=[C:4]2[CH:5]=[CH:6][CH:7]=[CH:8][N:3]2[N:2]=1 |f:0.1,2.3|. Reported procedure: A solution of 24 g of 1,2-diaminopyridinium iodide and 6.6 g. of sodium hydroxide in 200 ml of ethanol was stirred at 50°-60° C. for 1 hour. To the reaction mixture was added 17.2 g of methyl dichloroacetate and the mixture was refluxed with stirring for 4 hours. The mixture was concentrated under reduced pressure, water was added and extracted with chloroform.